This data is from the Open Reaction Database (ORD), a public repository of structured organic reaction records. The task is: describe an organic reaction: reactants, conditions, products, and yield Yields the product COC(=O)Cc1ccc(O)cc1OCC(F)(F)F. RXN SMILES: [CH2:1]([c:2]1[cH:3][cH:4][cH:5][cH:6][cH:7]1)[O:8][c:9]1[cH:10][c:11]([O:20][CH2:21][C:22]([F:23])([F:24])[F:25])[c:12]([CH2:15][C:16](=[O:17])[O:18][CH3:19])[cH:13][cH:14]1.[CH3:28][OH:29].[H:26][H:27].[Pd:30]>>[OH:8][c:9]1[cH:10][c:11]([O:20][CH2:21][C:22]([F:23])([F:24])[F:25])[c:12]([CH2:15][C:16](=[O:17])[O:18][CH3:19])[cH:13][cH:14]1. Starting materials: COC(=O)Cc1ccc(OCc2ccccc2)cc1OCC(F)(F)F, CO, [H][H], [Pd]. Reactants: O=[Ag], COC(=O)c1ccc2[nH]ccc2c1, Clc1ccc(CI)c(Cl)c1, C1COCCO1. The product is COC(=O)c1ccc2[nH]cc(Cc3ccc(Cl)cc3Cl)c2c1. RXN SMILES: [Ag:24]=[O:25].[CH3:1][O:2][C:3](=[O:4])[c:5]1[cH:6][c:7]2[cH:8][cH:9][nH:10][c:11]2[cH:12][cH:13]1.[Cl:14][c:15]1[c:16]([CH2:17][I:18])[cH:19][cH:20][c:21]([Cl:23])[cH:22]1.[O:26]1[CH2:27][CH2:28][O:29][CH2:30][CH2:31]1>>[CH3:1][O:2][C:3](=[O:4])[c:5]1[cH:6][c:7]2[c:8]([CH2:17][c:16]3[c:15]([Cl:14])[cH:22][c:21]([Cl:23])[cH:20][cH:19]3)[cH:9][nH:10][c:11]2[cH:12][cH:13]1.